From a dataset of the Open Reaction Database (ORD), a public repository of structured organic reaction records. describe an organic reaction: reactants, conditions, products, and yield Reactants: C(CCCCCCC)OC1=C(C=C(C(=O)O)C=C1)C(F)(F)F (4-(Octyloxy)-3-(trifluoromethyl)benzoic acid), C(C)#N.O (acetonitrile H2O). Yields the product C1(=CC=CC=C1)CCCCOC1=C(C=C(C(=O)O)C=C1)C(F)(F)F (4-(4-Phenylbutoxy)-3-(trifluoromethyl)benzoic acid). Isolated yield 95.0%. As a reaction SMILES: [CH2:1]([O:9][C:10]1[CH:18]=[CH:17][C:13]([C:14]([OH:16])=[O:15])=[CH:12][C:11]=1[C:19]([F:22])([F:21])[F:20])[CH2:2][CH2:3][CH2:4][CH2:5][CH2:6][CH2:7][CH3:8].[C:23](#N)[CH3:24].O>>[C:5]1([CH2:4][CH2:3][CH2:2][CH2:1][O:9][C:10]2[CH:18]=[CH:17][C:13]([C:14]([OH:16])=[O:15])=[CH:12][C:11]=2[C:19]([F:20])([F:21])[F:22])[CH:24]=[CH:23][CH:8]=[CH:7][CH:6]=1 |f:1.2|. Procedure: The title compound was prepared analogously to 4-(octyloxy)-3-(trifluoromethyl)benzoic acid (11a) in >95% yield. HPLC retention time on a C8(2) column (30×3.00 mm, 3μ) is 3.14 min with gradient 20-98% acetonitrile-H2O (0.1% TFA) in 3.5 min as mobile phase.